Dataset: the Open Reaction Database (ORD), a public repository of structured organic reaction records. Task: describe an organic reaction: reactants, conditions, products, and yield The reactants are C1CCOC1, [N-]=[N+]=N, CC(C)OC(=O)N=NC(=O)OC(C)C, O=C1CCC(CO)N1, c1ccc(P(c2ccccc2)c2ccccc2)cc1. Product: [N-]=[N+]=NCC1CCC(=O)N1. As a reaction SMILES: [CH2:45]1[O:46][CH2:47][CH2:48][CH2:49]1.[NH:9]=[N+:10]=[N-:11].[O:31]=[C:32]([O:33][CH:34]([CH3:35])[CH3:36])[N:37]=[N:38][C:39]([O:40][CH:41]([CH3:42])[CH3:43])=[O:44].[OH:1][CH2:2][CH:3]1[CH2:4][CH2:5][C:6](=[O:8])[NH:7]1.[c:12]1([P:13]([c:14]2[cH:15][cH:16][cH:17][cH:18][cH:19]2)[c:20]2[cH:21][cH:22][cH:23][cH:24][cH:25]2)[cH:26][cH:27][cH:28][cH:29][cH:30]1>>[CH2:2]([CH:3]1[CH2:4][CH2:5][C:6](=[O:8])[NH:7]1)[N:9]=[N+:10]=[N-:11]. Reactants: Cc1ccccc1, CCOC(C)=O, O, CNC(=S)C1c2cc([N+](=O)[O-])ccc2OC(C)(COC)C1O, Cc1ccc(S(=O)(=O)O)cc1. The product is CNC(=S)C1=CC(C)(COC)Oc2ccc([N+](=O)[O-])cc21. As a reaction SMILES: [CH3:35][c:36]1[cH:37][cH:38][cH:39][cH:40][cH:41]1.[CH3:42][CH2:43][O:44][C:45](=[O:46])[CH3:47].[OH2:23].[OH:1][CH:2]1[C:3]([CH3:19])([CH2:20][O:21][CH3:22])[O:4][c:5]2[c:6]([cH:12][c:13]([N+:16](=[O:17])[O-:18])[cH:14][cH:15]2)[CH:7]1[C:8]([NH:9][CH3:10])=[S:11].[c:24]1([CH3:25])[cH:26][cH:27][c:28]([S:29]([OH:30])(=[O:31])=[O:32])[cH:33][cH:34]1>>[CH:2]1=[C:7]([C:8]([NH:9][CH3:10])=[S:11])[c:6]2[c:5]([cH:15][cH:14][c:13]([N+:16](=[O:17])[O-:18])[cH:12]2)[O:4][C:3]1([CH3:19])[CH2:20][O:21][CH3:22]. Starting materials: NC1=NC(=NC(=N1)Cl)C1=C(C=CC(=C1)Cl)Cl (2-Amino-4-chloro-6-(2,5-dichlorophenyl)-s-triazine), N1CCNCC1 (piperazine). The solvent is O1CCOCC1 (dioxane). The product is NC1=NC(=NC(=N1)N1CCNCC1)C1=C(C=CC(=C1)Cl)Cl (2-amino-4-piperazino-6-(2,5-dichlorophenyl)-s-triazine). The yield is 95.8%. Reaction SMILES: [NH2:1][C:2]1[N:7]=[C:6](Cl)[N:5]=[C:4]([C:9]2[CH:14]=[C:13]([Cl:15])[CH:12]=[CH:11][C:10]=2[Cl:16])[N:3]=1.[NH:17]1[CH2:22][CH2:21][NH:20][CH2:19][CH2:18]1>O1CCOCC1>[NH2:1][C:2]1[N:7]=[C:6]([N:17]2[CH2:22][CH2:21][NH:20][CH2:19][CH2:18]2)[N:5]=[C:4]([C:9]2[CH:14]=[C:13]([Cl:15])[CH:12]=[CH:11][C:10]=2[Cl:16])[N:3]=1. Reported procedure: 2-Amino-4-chloro-6-(2,5-dichlorophenyl)-s-triazine (1.3 grams) and 2.0 grams of piperazine were stirred with refluxing for two hours in 20 milliliters of dioxane. The reaction solution was evaporated to dryness in vacuo, water was added to the residue, crystals thereby separated out were collected by filtration, and washed with methanol to give 1.47 grams of 2-amino-4-piperazino-6-(2,5-dichlorophenyl)-s-triazine, melting at 194° to 195° C. Reactants: BrC1=CC=C(C=C1)[C@H](C)N1C(N[C@](CCC1)(C1=CC=CC=C1)CC(=C)C)=O ((S)-1-((S)-1-(4-bromophenyl)ethyl)-4-(2-methylallyl)-4-phenyl-1,3-diazepan-2-one), C(C)(C)O.C(Cl)Cl (i-Propanol CH2Cl2), C1(=CC=CC=C1)[SiH3] (phenylsilane). Reagents/catalysts: [Co] (cobalt). Reaction conditions: time 1 hour. Yields the product BrC1=CC=C(C=C1)[C@H](C)N1C(N[C@](CCC1)(C1=CC=CC=C1)CC(C)(C)O)=O ((S)-1-((S)-1-(4-bromophenyl)ethyl)-4-(2-hydroxy-2-methylpropyl)-4-phenyl-1,3-diazepan-2-one). Yield: 38.0%. Reaction SMILES: [Br:1][C:2]1[CH:7]=[CH:6][C:5]([C@@H:8]([N:10]2[CH2:16][CH2:15][CH2:14][C@:13]([CH2:23][C:24]([CH3:26])=[CH2:25])([C:17]3[CH:22]=[CH:21][CH:20]=[CH:19][CH:18]=3)[NH:12][C:11]2=[O:27])[CH3:9])=[CH:4][CH:3]=1.C1([SiH3])C=CC=CC=1.C([OH:38])(C)C.C(Cl)Cl>[Co]>[Br:1][C:2]1[CH:7]=[CH:6][C:5]([C@@H:8]([N:10]2[CH2:16][CH2:15][CH2:14][C@:13]([CH2:23][C:24]([OH:38])([CH3:26])[CH3:25])([C:17]3[CH:18]=[CH:19][CH:20]=[CH:21][CH:22]=3)[NH:12][C:11]2=[O:27])[CH3:9])=[CH:4][CH:3]=1 |f:2.3|. Procedure details: To a solution of (S)-1-((S)-1-(4-bromophenyl)ethyl)-4-(2-methylallyl)-4-phenyl-1,3-diazepan-2-one (23 mg, 0.054 mmol) in 2:1 i-Propanol/CH2Cl2 (2 mL) was added the cobalt catalyst A, prepared as described below, (c.a. 1 mg, cat. amount) and phenylsilane (250 μL, excess). The mixture was stirred vigorously in open air for 1 h. LC-MS found the reaction completed. The mixture was quenched with 1% aq HCl, concentrated and purified by prep HPLC to afford the title compound (9.1 mg, 38%). LC-MS Method... Starting materials: [Br-], CCc1cc(Br)ccc1NC#N, O=C([O-])[O-], CC(C)(C)P(C(C)(C)C)C(C)(C)C, C1CCOC1, Cn1c(C#N)ccc1B(O)O, O=C(C=Cc1ccccc1)C=Cc1ccccc1, O=C(C=Cc1ccccc1)C=Cc1ccccc1, O=C(C=Cc1ccccc1)C=Cc1ccccc1, [K+], [K+], [Pd], [Pd]. Product: CCc1cc(-c2ccc(C#N)n2C)ccc1NC#N. As a reaction SMILES: [Br-:43].[Br:1][c:2]1[cH:3][c:4]([CH2:11][CH3:12])[c:5]([NH:8][C:9]#[N:10])[cH:6][cH:7]1.[C:24](=[O:25])([O-:26])[O-:27].[C:30]([P:31]([C:32]([CH3:33])([CH3:34])[CH3:35])[C:36]([CH3:37])([CH3:38])[CH3:39])([CH3:40])([CH3:41])[CH3:42].[CH2:100]1[O:101][CH2:102][CH2:103][CH2:104]1.[CH3:13][n:14]1[c:15]([B:21]([OH:22])[OH:23])[cH:16][cH:17][c:18]1[C:19]#[N:20].[CH:46](=[CH:47][C:48]([CH:49]=[CH:50][c:51]1[cH:52][cH:53][cH:54][cH:55][cH:56]1)=[O:57])[c:58]1[cH:59][cH:60][cH:61][cH:62][cH:63]1.[CH:64](=[CH:65][C:66]([CH:67]=[CH:68][c:69]1[cH:70][cH:71][cH:72][cH:73][cH:74]1)=[O:75])[c:76]1[cH:77][cH:78][cH:79][cH:80][cH:81]1.[CH:82](=[CH:83][C:84]([CH:85]=[CH:86][c:87]1[cH:88][cH:89][cH:90][cH:91][cH:92]1)=[O:93])[c:94]1[cH:95][cH:96][cH:97][cH:98][cH:99]1.[K+:28].[K+:29].[Pd:44].[Pd:45]>>[c:2]1(-[c:15]2[n:14]([CH3:13])[c:18]([C:19]#[N:20])[cH:17][cH:16]2)[cH:3][c:4]([CH2:11][CH3:12])[c:5]([NH:8][C:9]#[N:10])[cH:6][cH:7]1. The reactants are NC1=CC=C(CCO)C=C1 (4-aminophenethyl alcohol), C(C)(=O)O (acetic acid), C(C)(=O)O[BH-](OC(C)=O)OC(C)=O.[Na+] (sodium triacetoxyborohydride), Cl (hydrochloric acid), ClC1=C2CNC(C2=C(C=C1)C=1N(C2=CC=C(C=C2C1)C=O)C(=O)OC(C)(C)C)=O (4-chloro-7-[1-(tert-butoxycarbonyl)-5-formylindol-2-yl]isoindolinone). The solvent is C(C)#N (acetonitrile). Product: ClC1=C2CNC(C2=C(C=C1)C=1N(C2=CC=C(C=C2C1)CNC1=CC=C(C=C1)CCO)C(=O)OC(C)(C)C)=O (4-chloro-7-{1-(tert-butoxycarbonyl)-5-[4-(2-hydroxyethyl)phenylaminomethyl]indol-2-yl}isoindolinone). Yield: 99.9%. As a reaction SMILES: [Cl:1][C:2]1[CH:10]=[CH:9][C:8]([C:11]2[N:12]([C:22]([O:24][C:25]([CH3:28])([CH3:27])[CH3:26])=[O:23])[C:13]3[C:18]([CH:19]=2)=[CH:17][C:16]([CH:20]=O)=[CH:15][CH:14]=3)=[C:7]2[C:3]=1[CH2:4][NH:5][C:6]2=[O:29].[NH2:30][C:31]1[CH:39]=[CH:38][C:34]([CH2:35][CH2:36][OH:37])=[CH:33][CH:32]=1.C(O)(=O)C.C(O[BH-](OC(=O)C)OC(=O)C)(=O)C.[Na+].Cl>C(#N)C>[Cl:1][C:2]1[CH:10]=[CH:9][C:8]([C:11]2[N:12]([C:22]([O:24][C:25]([CH3:28])([CH3:27])[CH3:26])=[O:23])[C:13]3[C:18]([CH:19]=2)=[CH:17][C:16]([CH2:20][NH:30][C:31]2[CH:39]=[CH:38][C:34]([CH2:35][CH2:36][OH:37])=[CH:33][CH:32]=2)=[CH:15][CH:14]=3)=[C:7]2[C:3]=1[CH2:4][NH:5][C:6]2=[O:29] |f:3.4|. Procedure details: In a similar manner to Step 2 of Example 6, 4-chloro-7-[1-(tert-butoxycarbonyl)-5-formylindol-2-yl]isoindolinone (30.0 mg, 0.0730 mmol) was dissolved in acetonitrile (2 mL), and the solution was treated with 4-aminophenethyl alcohol (40 mg, 0.29 mmol), acetic acid (0.084 mL, 1.5 mmol) and sodium triacetoxyborohydride (46 mg, 0.22 mmol). The reaction mixture was added with 1 mol/L hydrochloric acid and extracted with ethyl acetate. The organic layer was washed with saturated aqueous sodium hydrog... Procedure details: To a stirred solution of 2-chlorobenzenethiol (2.5 g, 0.017 mole) in DMF (20 mL) was added cesium carbonate (6.77 g, 0.0208 mole), followed by 4-methanesulfonyloxy-piperidine-1-carboxylic acid tert-butyl ester (4.8 g, 0.0173 mole). The reaction mixture was heated at 80° C. overnight. The mixture was then diluted with cold water and the product was extracted with ethyl acetate. The ethyl acetate layer was washed with brine solution, dried over sodium sulfate and concentrated under reduced pressur... Solvent: O (water), CN(C)C=O (DMF). RXN SMILES: [Cl:1][C:2]1[CH:7]=[CH:6][CH:5]=[CH:4][C:3]=1[SH:8].C(=O)([O-])[O-].[Cs+].[Cs+].[C:15]([O:19][C:20]([N:22]1[CH2:27][CH2:26][CH:25](OS(C)(=O)=O)[CH2:24][CH2:23]1)=[O:21])([CH3:18])([CH3:17])[CH3:16]>CN(C=O)C.O>[C:15]([O:19][C:20]([N:22]1[CH2:27][CH2:26][CH:25]([S:8][C:3]2[CH:4]=[CH:5][CH:6]=[CH:7][C:2]=2[Cl:1])[CH2:24][CH2:23]1)=[O:21])([CH3:18])([CH3:16])[CH3:17] |f:1.2.3|. Conditions: temperature 80 celsius. Reactants: ClC1=C(C=CC=C1)S (2-chlorobenzenethiol), C([O-])([O-])=O.[Cs+].[Cs+] (cesium carbonate), C(C)(C)(C)OC(=O)N1CCC(CC1)OS(=O)(=O)C (4-methanesulfonyloxy-piperidine-1-carboxylic acid tert-butyl ester). Product: C(C)(C)(C)OC(=O)N1CCC(CC1)SC1=C(C=CC=C1)Cl (4-(2-chloro-phenylsulfanyl)-piperidine-1-carboxylic acid tert-butyl ester). Isolated yield 83.2%. Starting materials: O=C([O-])[O-], CCOC(=O)C(C)(Oc1ccc(C(F)(F)F)cc1)C(O)c1ccc(OCc2ccccc2)cc1, CC[SiH](CC)CC, ClCCl, [Na+], [Na+]. Product: CCOC(=O)C(C)(Cc1ccc(OCc2ccccc2)cc1)Oc1ccc(C(F)(F)F)cc1. RXN SMILES: [C:42](=[O:43])([O-:44])[O-:45].[CH2:1]([CH3:2])[O:3][C:4]([C:5]([CH:6]([OH:7])[c:8]1[cH:9][cH:10][c:11]([O:14][CH2:15][c:16]2[cH:17][cH:18][cH:19][cH:20][cH:21]2)[cH:12][cH:13]1)([CH3:22])[O:23][c:24]1[cH:25][cH:26][c:27]([C:30]([F:31])([F:32])[F:33])[cH:28][cH:29]1)=[O:34].[CH2:35]([SiH:36]([CH2:37][CH3:38])[CH2:39][CH3:40])[CH3:41].[Cl:48][CH2:49][Cl:50].[Na+:46].[Na+:47]>>[CH2:1]([CH3:2])[O:3][C:4]([C:5]([CH2:6][c:8]1[cH:9][cH:10][c:11]([O:14][CH2:15][c:16]2[cH:17][cH:18][cH:19][cH:20][cH:21]2)[cH:12][cH:13]1)([CH3:22])[O:23][c:24]1[cH:25][cH:26][c:27]([C:30]([F:31])([F:32])[F:33])[cH:28][cH:29]1)=[O:34].